This data is from the Open Reaction Database (ORD), a public repository of structured organic reaction records. The task is: describe an organic reaction: reactants, conditions, products, and yield Reported procedure: Ethyl 4-[3-(4-chlorophenylsulfonyl)propyl]-2-[3-[2-(4-phenyl-2-thiazolyl)vinyl]benzoylamino]phenoxyacetate (0.30 g, 0.43 mmol) was dissolved in a mixed solution of tetrahydrofuran (10 ml) and methanol (5 ml), 1 N sodium hydroxide aqueous solution (1.0 ml) was added to the solution, and the mixture was subjected to 12 hours of reaction. The reaction solution was acidified by adding ice and 10% citric acid aqueous solution, and the product formed was extracted three times with chloroform. The resu... Reaction SMILES: [Cl:1][C:2]1[CH:7]=[CH:6][C:5]([S:8]([CH2:11][CH2:12][CH2:13][C:14]2[CH:26]=[CH:25][C:17]([O:18][CH2:19][C:20]([O:22]CC)=[O:21])=[C:16]([NH:27][C:28](=[O:48])[C:29]3[CH:34]=[CH:33][CH:32]=[C:31]([CH:35]=[CH:36][C:37]4[S:38][CH:39]=[C:40]([C:42]5[CH:47]=[CH:46][CH:45]=[CH:44][CH:43]=5)[N:41]=4)[CH:30]=3)[CH:15]=2)(=[O:10])=[O:9])=[CH:4][CH:3]=1.C(O)(=O)CC(CC(O)=O)(C(O)=O)O>O1CCCC1.CO.[OH-].[Na+]>[Cl:1][C:2]1[CH:7]=[CH:6][C:5]([S:8]([CH2:11][CH2:12][CH2:13][C:14]2[CH:26]=[CH:25][C:17]([O:18][CH2:19][C:20]([OH:22])=[O:21])=[C:16]([NH:27][C:28](=[O:48])[C:29]3[CH:34]=[CH:33][CH:32]=[C:31]([CH:35]=[CH:36][C:37]4[S:38][CH:39]=[C:40]([C:42]5[CH:43]=[CH:44][CH:45]=[CH:46][CH:47]=5)[N:41]=4)[CH:30]=3)[CH:15]=2)(=[O:10])=[O:9])=[CH:4][CH:3]=1 |f:4.5|. Yields the product ClC1=CC=C(C=C1)S(=O)(=O)CCCC1=CC(=C(OCC(=O)O)C=C1)NC(C1=CC(=CC=C1)C=CC=1SC=C(N1)C1=CC=CC=C1)=O (4-[3-(4-chlorophenylsulfonyl)propyl]-2-[3-[2-(4-phenyl-2-thiazolyl)vinyl]benzoylamino]phenoxyacetic acid). Yield: 83.7%. The solvent is O1CCCC1 (tetrahydrofuran), CO (methanol), [OH-].[Na+] (sodium hydroxide). Starting materials: ClC1=CC=C(C=C1)S(=O)(=O)CCCC1=CC(=C(OCC(=O)OCC)C=C1)NC(C1=CC(=CC=C1)C=CC=1SC=C(N1)C1=CC=CC=C1)=O (Ethyl 4-[3-(4-chlorophenylsulfonyl)propyl]-2-[3-[2-(4-phenyl-2-thiazolyl)vinyl]benzoylamino]phenoxyacetate), C(CC(O)(C(=O)O)CC(=O)O)(=O)O (citric acid). Reactants: CCN(CCOc1ccc([N+](=O)[O-])cc1)C(=O)OC(C)(C)C, CCO. Yields the product CCN(CCOc1ccc(N)cc1)C(=O)OC(C)(C)C. As a reaction SMILES: [C:1]([CH3:2])([CH3:3])([CH3:4])[O:5][C:6]([N:7]([CH2:8][CH2:9][O:10][c:11]1[cH:12][cH:13][c:14]([N+:17]([O-:18])=[O:19])[cH:15][cH:16]1)[CH2:20][CH3:21])=[O:22].[CH3:23][CH2:24][OH:25]>>[C:1]([CH3:2])([CH3:3])([CH3:4])[O:5][C:6]([N:7]([CH2:8][CH2:9][O:10][c:11]1[cH:12][cH:13][c:14]([NH2:17])[cH:15][cH:16]1)[CH2:20][CH3:21])=[O:22]. Reactants: FC1=C2CC[C@@H](CC2=CC(=C1)F)N1C(NC(=C1)C=O)=S ((S)-3-(5,7-difluoro-1,2,3,4-tetrahydronaphthalen-2-yl)-2-thioxo-2,3-dihydro-1H-imidazole-5-carbaldehyde), C[Mg]Cl (methylmagnesium chloride), S(O)(O)(=O)=O (sulfuric acid). Run at temperature 0 celsius, time 1 hour. Yields the product OC(C)C=1NC(N(C1)[C@@H]1CC2=CC(=CC(=C2CC1)F)F)=S ((S)-4-(1-hydroxy)ethyl-1-(5,7-difluoro-1,2,3,4-tetrahydronaphthalen-2-yl)-1,3-dihydroimidazole-2-thione). Yield: 16.7%. Reaction SMILES: [F:1][C:2]1[CH:11]=[C:10]([F:12])[CH:9]=[C:8]2[C:3]=1[CH2:4][CH2:5][C@H:6]([N:13]1[CH:17]=[C:16]([CH:18]=[O:19])[NH:15][C:14]1=[S:20])[CH2:7]2.[CH3:21][Mg]Cl.S(=O)(=O)(O)O>>[OH:19][CH:18]([C:16]1[NH:15][C:14](=[S:20])[N:13]([C@H:6]2[CH2:5][CH2:4][C:3]3[C:8](=[CH:9][C:10]([F:12])=[CH:11][C:2]=3[F:1])[CH2:7]2)[CH:17]=1)[CH3:21]. Procedure details: A mixture of (S)-3-(5,7-difluoro-1,2,3,4-tetrahydronaphthalen-2-yl)-2-thioxo-2,3-dihydro-1H-imidazole-5-carbaldehyde (178 mg, 0.6 mmol), prepared as in Example 22, and methylmagnesium chloride (3M, 0.4 mL, 1.2 mmol) was stirred at approximately 0° C. for 1 hour and at approximately 25° for an additional 1 hour. The mixture was treated with 5 mL of dilute sulfuric acid and extracted with ethyl acetate (2×). The combined extracts were dried (MgSO4) and concentrated and the residue was purified by ... Starting materials: Cl (HCl), N(=O)OCCC(C)C (isoamyl nitrite), CC(=CCOCC=1OC(=CC1)[N+](=O)[O-])C (2-[[(3-methyl-2-butenyl)oxy]methyl]-5-nitrofuran). Reaction conditions: temperature 5 celsius, time 30 minute. Product: ClC(C(COCC=1OC(=CC1)[N+](=O)[O-])N=O)(C)C (2-[(3-Chloro-3-methyl-2-nitrosobutoxy)methyl]-5-nitrofuran). RXN SMILES: [ClH:1].[N:2]([O:4]CCC(C)C)=O.[CH3:10][C:11]([CH3:24])=[CH:12][CH2:13][O:14][CH2:15][C:16]1[O:17][C:18]([N+:21]([O-:23])=[O:22])=[CH:19][CH:20]=1>>[Cl:1][C:11]([CH3:24])([CH3:10])[CH:12]([N:2]=[O:4])[CH2:13][O:14][CH2:15][C:16]1[O:17][C:18]([N+:21]([O-:23])=[O:22])=[CH:19][CH:20]=1. Reported procedure: Concentrated HCl (2.5 mL) was added to a cooled (0°-5° C.) solution of isoamyl nitrite (14.0 g, 0.12 mol) and 2-[[(3-methyl-2-butenyl)oxy]methyl]-5-nitrofuran (4.0 g, 0.06 mol). The temperature was maintained below 5° C. during the addition and the reaction mixture was stirred at 5° C. for an additional 30 min. The product was filtered and washed with a cold (-20° C.) 1:1 mixture of ethanol and ether. The solid was further washed with ether to afford a light yellow solid. Yield 2.6 g (52%). mp 1... The reactants are Cl (hydrogen chloride), COC1=CC(=NC=C1)C=1C=C(C=CC1)NC(=S)N (N-(3-(4-methoxypyridin-2-yl)phenyl)thiourea), C(C)(=O)OCC (Ethyl acetate). The solvent is O1CCOCC1 (1,4-dioxane), IC (iodomethane), CN(C=O)C (N,N-dimethylformamide). Conditions: time 5 hour. Yields the product Cl.Cl.COC1=CC(=NC=C1)C=1C=C(C=CC1)NC(SC)=N (N-(3-(4-methoxypyridin-2-yl)phenyl)-S-methylisothiourea dihydrochloride). As a reaction SMILES: [CH3:1][O:2][C:3]1[CH:8]=[CH:7][N:6]=[C:5]([C:9]2[CH:10]=[C:11]([NH:15][C:16]([NH2:18])=[S:17])[CH:12]=[CH:13][CH:14]=2)[CH:4]=1.[ClH:19].[C:20](OCC)(=O)C>CN(C)C=O.O1CCOCC1.IC>[ClH:19].[ClH:19].[CH3:1][O:2][C:3]1[CH:8]=[CH:7][N:6]=[C:5]([C:9]2[CH:10]=[C:11]([NH:15][C:16](=[NH:18])[S:17][CH3:20])[CH:12]=[CH:13][CH:14]=2)[CH:4]=1 |f:6.7.8|. Procedure: To a suspension of N-(3-(4-methoxypyridin-2-yl)phenyl)thiourea (122 mg) in N,N-dimethylformamide (2.5 ml) were added a solution of hydrogen chloride in 1,4-dioxane (4N, 0.25 ml) and iodomethane (0.156 ml), and the mixture was stirred at ambient temperature for 5 hours. Ethyl acetate (100 ml) was added to the mixture, and the mixture was cooled. The precipitate was collected by filtration. The precipitate was dissolved in water, and to the solution was added a saturated aqueous sodium hydrogencar... Reactants: CCCCCCCCCCn1c(C)c(CC(=O)NN)c2cc(OC)ccc21, CCO. Yields the product CCCCCCCCCCn1c(C)c(CC(N)=O)c2cc(OC)ccc21. RXN SMILES: [CH2:1]([CH2:2][CH2:3][CH2:4][CH2:5][CH2:6][CH2:7][CH2:8][CH2:9][CH3:10])[n:11]1[c:12]([CH3:27])[c:13]([CH2:22][C:23](=[O:24])[NH:25][NH2:26])[c:14]2[cH:15][c:16]([O:20][CH3:21])[cH:17][cH:18][c:19]12.[CH3:28][CH2:29][OH:30]>>[CH2:1]([CH2:2][CH2:3][CH2:4][CH2:5][CH2:6][CH2:7][CH2:8][CH2:9][CH3:10])[n:11]1[c:12]([CH3:27])[c:13]([CH2:22][C:23](=[O:24])[NH2:25])[c:14]2[cH:15][c:16]([O:20][CH3:21])[cH:17][cH:18][c:19]12. Starting materials: CCN, CN(C)C=O, OCCCc1c[nH]cn1, ClC(c1ccccc1)(c1ccccc1)c1ccccc1. Product: OCCCc1cn(C(c2ccccc2)(c2ccccc2)c2ccccc2)cn1. As a reaction SMILES: [CH3:10][CH2:11][NH2:12].[CH3:33][N:34]([CH3:35])[CH:36]=[O:37].[OH:1][CH2:2][CH2:3][CH2:4][c:5]1[n:6][cH:7][nH:8][cH:9]1.[c:13]1([C:19]([c:20]2[cH:21][cH:22][cH:23][cH:24][cH:25]2)([c:26]2[cH:27][cH:28][cH:29][cH:30][cH:31]2)[Cl:32])[cH:14][cH:15][cH:16][cH:17][cH:18]1>>[OH:1][CH2:2][CH2:3][CH2:4][c:5]1[n:6][cH:7][n:8]([C:19]([c:13]2[cH:14][cH:15][cH:16][cH:17][cH:18]2)([c:20]2[cH:21][cH:22][cH:23][cH:24][cH:25]2)[c:26]2[cH:27][cH:28][cH:29][cH:30][cH:31]2)[cH:9]1. Reactants: [Al+3], O=C(O)c1c(Cl)cc(Cl)cc1Br, CCOC(C)=O, [H-], [H-], [H-], [H-], [Li+], C1CCOC1, O, O=S(=O)(O)O. The product is OCc1c(Cl)cc(Cl)cc1Br. Reaction SMILES: [Al+3:14].[Br:1][c:2]1[c:3]([C:4](=[O:5])[OH:6])[c:7]([Cl:12])[cH:8][c:9]([Cl:11])[cH:10]1.[CH3:24][CH2:25][O:26][C:27](=[O:28])[CH3:29].[H-:13].[H-:16].[H-:17].[H-:18].[Li+:15].[O:30]1[CH2:31][CH2:32][CH2:33][CH2:34]1.[OH2:35].[S:19](=[O:20])(=[O:21])([OH:22])[OH:23]>>[Br:1][c:2]1[c:3]([CH2:4][OH:5])[c:7]([Cl:12])[cH:8][c:9]([Cl:11])[cH:10]1.